This data is from the Open Reaction Database (ORD), a public repository of structured organic reaction records. The task is: describe an organic reaction: reactants, conditions, products, and yield Starting materials: CCOc1nc2cccc(C(=O)NC(CSC(C)=O)CC(C)C)c2n1Cc1ccc(-c2ccccc2-c2nnn[nH]2)cc1, CO, [Na+], [OH-]. The product is CCOc1nc2cccc(C(=O)NC(CS)CC(C)C)c2n1Cc1ccc(-c2ccccc2-c2nnn[nH]2)cc1. Reaction SMILES: [CH2:1]([CH3:2])[O:3][c:4]1[n:5]([CH2:26][c:27]2[cH:28][cH:29][c:30](-[c:33]3[c:34](-[c:39]4[n:40][n:41][n:42][nH:43]4)[cH:35][cH:36][cH:37][cH:38]3)[cH:31][cH:32]2)[c:6]2[c:7]([n:8]1)[cH:9][cH:10][cH:11][c:12]2[C:13](=[O:14])[NH:15][CH:16]([CH2:17][S:18][C:19](=[O:20])[CH3:21])[CH2:22][CH:23]([CH3:24])[CH3:25].[CH3:44][OH:45].[Na+:47].[OH-:46]>>[CH2:1]([CH3:2])[O:3][c:4]1[n:5]([CH2:26][c:27]2[cH:28][cH:29][c:30](-[c:33]3[c:34](-[c:39]4[n:40][n:41][n:42][nH:43]4)[cH:35][cH:36][cH:37][cH:38]3)[cH:31][cH:32]2)[c:6]2[c:7]([n:8]1)[cH:9][cH:10][cH:11][c:12]2[C:13](=[O:14])[NH:15][CH:16]([CH2:17][SH:18])[CH2:22][CH:23]([CH3:24])[CH3:25].